Dataset: the Open Reaction Database (ORD), a public repository of structured organic reaction records. Task: describe an organic reaction: reactants, conditions, products, and yield The reactants are CCCCC1CN(c2ccc(Oc3ccccc3)cc2)CCC1=O, CC(=O)[O-], CCO, Cl, NO, [Na+], [Na+], [OH-], O. The product is CCCCC1CN(c2ccc(Oc3ccccc3)cc2)CCC1N, Cl. As a reaction SMILES: [CH2:1]([CH2:2][CH2:3][CH3:4])[CH:5]1[CH2:6][N:7]([c:12]2[cH:13][cH:14][c:15]([O:18][c:19]3[cH:20][cH:21][cH:22][cH:23][cH:24]3)[cH:16][cH:17]2)[CH2:8][CH2:9][C:10]1=[O:11].[CH3:29][C:30](=[O:31])[O-:32].[CH3:35][CH2:36][OH:37].[ClH:25].[NH2:26][OH:27].[Na+:28].[Na+:34].[OH-:33].[OH2:38]>>[CH2:1]([CH2:2][CH2:3][CH3:4])[CH:5]1[CH2:6][N:7]([c:12]2[cH:13][cH:14][c:15]([O:18][c:19]3[cH:20][cH:21][cH:22][cH:23][cH:24]3)[cH:16][cH:17]2)[CH2:8][CH2:9][CH:10]1[NH2:26].[ClH:25]. Reactants: CCOC(=O)c1cnc2ccc(I)cc2c1Cl, CC[O-], CCO, [Na+], O. Product: CCOC(=O)c1cnc2ccc(I)cc2c1OCC. RXN SMILES: [CH2:1]([CH3:2])[O:3][C:4](=[O:5])[c:6]1[cH:7][n:8][c:9]2[cH:10][cH:11][c:12]([I:17])[cH:13][c:14]2[c:15]1[Cl:16].[CH3:19][CH2:20][O-:21].[CH3:23][CH2:24][OH:25].[Na+:18].[OH2:22]>>[CH2:1]([CH3:2])[O:3][C:4](=[O:5])[c:6]1[cH:7][n:8][c:9]2[cH:10][cH:11][c:12]([I:17])[cH:13][c:14]2[c:15]1[O:21][CH2:20][CH3:19]. Reactants: COC=1C=C(C=CC1)C1=NNC(=N1)C1=C(C=CC=C1)C (3-(3-methoxyphenyl)-5-(2-methylphenyl)-1H-1,2,4-triazole), C1(=CC=CC=C1)N=C=O (phenylisocyanate). Run in C(C)#N (acetonitrile). Conditions: time 8 hour. Product: COC=1C=C(C=CC1)C1=NN(C(=N1)C1=C(C=CC=C1)C)C(NC1=CC=CC=C1)=O (3-(3-Methoxyphenyl)-5-(2-methylphenyl)-1-phenylcarbamoyl-1H-1,2,4-triazole). RXN SMILES: [CH3:1][O:2][C:3]1[CH:4]=[C:5]([C:9]2[N:13]=[C:12]([C:14]3[CH:19]=[CH:18][CH:17]=[CH:16][C:15]=3[CH3:20])[NH:11][N:10]=2)[CH:6]=[CH:7][CH:8]=1.[C:21]1([N:27]=[C:28]=[O:29])[CH:26]=[CH:25][CH:24]=[CH:23][CH:22]=1>C(#N)C>[CH3:1][O:2][C:3]1[CH:4]=[C:5]([C:9]2[N:13]=[C:12]([C:14]3[CH:19]=[CH:18][CH:17]=[CH:16][C:15]=3[CH3:20])[N:11]([C:28](=[O:29])[NH:27][C:21]3[CH:26]=[CH:25][CH:24]=[CH:23][CH:22]=3)[N:10]=2)[CH:6]=[CH:7][CH:8]=1. Procedure details: A solution of 0.53 g (0.002 mole) of 3-(3-methoxyphenyl)-5-(2-methylphenyl)-1H-1,2,4-triazole and 0.22 ml. (0.002 mole) of phenylisocyanate in 5 ml of acetonitrile was strred for 7 hours at room temperature and, subsequently, it was left standing overnight. The solvent was evaporated off and the obtained residue was firts taken up with hexane, then, after separating the liquid and the solid phase by decantation, it was recrystallized from acetonitrile. Yield: 0.25 g of the title compund. M.p. 12... The yield is 86.6%. Yields the product Br.C1(=CC=CC2=CC=CC=C12)C1CCNCC1 (4-(naphth-1-yl)piperidine hydrobromide). Reactants: C1(=CC=CC2=CC=CC=C12)C1CCN(CC1)NC(OCC)=O (Ethyl [4-(naphth-1-yl)piperid-1-yl]carbamate), Br (hydrobromic acid). Reaction SMILES: [C:1]1([CH:11]2[CH2:16][CH2:15][N:14](NC(=O)OCC)[CH2:13][CH2:12]2)[C:10]2[C:5](=[CH:6][CH:7]=[CH:8][CH:9]=2)[CH:4]=[CH:3][CH:2]=1.[BrH:23]>>[BrH:23].[C:1]1([CH:11]2[CH2:16][CH2:15][NH:14][CH2:13][CH2:12]2)[C:10]2[C:5](=[CH:6][CH:7]=[CH:8][CH:9]=2)[CH:4]=[CH:3][CH:2]=1 |f:2.3|. Reported procedure: 10.5 g of the compound obtained in Stage A in 300 ml of a 48% hydrobromic acid solution, are refluxed for 20 hours. After evaporation and washing twice with ethanol, the residue is taken up in acetone and the mixture then filtered to give 4-(naphth-1-yl)piperidine hydrobromide. The reactants are [H-].[Na+] (NaH), FC1=CC=C(C(=O)C2=CC=C(C=C2)F)C=C1 (4,4'-Difluorobenzophenone), C(C=CC=CC)O (2,4-Hexadienol). The solvent is CN(C)C=O (DMF). Conditions: temperature 0 celsius, time 8 hour. Yields the product C(C=CC=CC)OC1=CC=C(C(=O)C2=CC=C(C=C2)OCC=CC=CC)C=C1 (4,4'-di-2,4-hexadienoxybenzophenone). Yield: 50.3%. As a reaction SMILES: F[C:2]1[CH:16]=[CH:15][C:5]([C:6]([C:8]2[CH:13]=[CH:12][C:11](F)=[CH:10][CH:9]=2)=[O:7])=[CH:4][CH:3]=1.[H-].[Na+].[CH2:19]([OH:25])[CH:20]=[CH:21][CH:22]=[CH:23][CH3:24]>CN(C=O)C>[CH2:19]([O:25][C:2]1[CH:16]=[CH:15][C:5]([C:6]([C:8]2[CH:13]=[CH:12][C:11]([O:7][CH2:6][CH:5]=[CH:4][CH:3]=[CH:2][CH3:16])=[CH:10][CH:9]=2)=[O:7])=[CH:4][CH:3]=1)[CH:20]=[CH:21][CH:22]=[CH:23][CH3:24] |f:1.2|. Reported procedure: 4,4'-Difluorobenzophenone (34) (4.8 grams, 22 mmol) was dissolved in anhydrous DMF (1 liter). NaH (95%; 5.6 grams, 220 mmol) was added and the solution was cooled to 0° C. 2,4-Hexadienol (5.8 mL, 51 mmol) was slowly added to the solution and the reaction mixture was allowed to warm to room temperature with stirring under argon overnight. The reaction mixture was concentrated in vacuo, dissolved in dichloromethane, and washed with water. The organic phase was dried (MgSO4) and concentrated and pu...